Dataset: the Open Reaction Database (ORD), a public repository of structured organic reaction records. Task: describe an organic reaction: reactants, conditions, products, and yield Starting materials: COC=1C=CC2=C(SC(=C2C(=O)C2=CC=C(C=C2)OCC(=O)OC)C2=CC=C(C=C2)OC)C1 ([6-Methoxy-2-(4-methoxyphenyl)benzo[b]thiophen-3-yl][4-carbomethoxymethoxyphenyl]methanone), C(C)S (ethanethiol), [Cl-].[Al+3].[Cl-].[Cl-] (aluminum chloride). The product is OC=1C=CC2=C(SC(=C2C(=O)C2=CC=C(C=C2)OCC(=O)OC)C2=CC=C(C=C2)O)C1 ([6-Hydroxy-2-(4-Hydroxyphenyl)benzo[b]thiophen-3-yl][4-Carbomethoxymethoxyphenyl]methanone). Reaction SMILES: C[O:2][C:3]1[CH:4]=[CH:5][C:6]2[C:10]([C:11]([C:13]3[CH:18]=[CH:17][C:16]([O:19][CH2:20][C:21]([O:23][CH3:24])=[O:22])=[CH:15][CH:14]=3)=[O:12])=[C:9]([C:25]3[CH:30]=[CH:29][C:28]([O:31]C)=[CH:27][CH:26]=3)[S:8][C:7]=2[CH:33]=1.C(S)C.[Cl-].[Al+3].[Cl-].[Cl-]>>[OH:2][C:3]1[CH:4]=[CH:5][C:6]2[C:10]([C:11]([C:13]3[CH:14]=[CH:15][C:16]([O:19][CH2:20][C:21]([O:23][CH3:24])=[O:22])=[CH:17][CH:18]=3)=[O:12])=[C:9]([C:25]3[CH:26]=[CH:27][C:28]([OH:31])=[CH:29][CH:30]=3)[S:8][C:7]=2[CH:33]=1 |f:2.3.4.5|. Procedure details: [6-Methoxy-2-(4-methoxyphenyl)benzo[b]thiophen-3-yl][4-carbomethoxymethoxyphenyl]methanone (250 mg, 0.54 mmol) was converted to the title compound by the procedure of Example 3 using 0.24 mL (3.25 mmol) of ethanethiol and 505 mg (3.79 mmol) of aluminum chloride except the total reaction time was 0.5 hours and the workup of the reaction went as follows: the mixture was poured into a mixture of brine/ethyl acetate and extracted with ethyl acetate. The residual solid remaining in the reaction vesse...